From a dataset of the Open Reaction Database (ORD), a public repository of structured organic reaction records. describe an organic reaction: reactants, conditions, products, and yield RXN SMILES: [Br:1][c:2]1[c:3]([CH:4]=[CH:5][CH2:6][c:7]2[cH:8][c:9]3[c:10]([cH:14][c:15]2[OH:16])[CH2:11][CH2:12][O:13]3)[cH:17][cH:18][cH:19][cH:20]1.[C-:21]#[N:22].[CH3:23][N:24]1[CH2:25][CH2:26][CH2:27][C:28]1=[O:29]>>[c:2]1([C:21]#[N:22])[c:3]([CH:4]=[CH:5][CH2:6][c:7]2[cH:8][c:9]3[c:10]([cH:14][c:15]2[OH:16])[CH2:11][CH2:12][O:13]3)[cH:17][cH:18][cH:19][cH:20]1. The reactants are Oc1cc2c(cc1CC=Cc1ccccc1Br)OCC2, [C-]#N, CN1CCCC1=O. The product is N#Cc1ccccc1C=CCc1cc2c(cc1O)CCO2. The reactants are C(C)(=O)OC(C)=O (Acetic anhydride), C(=O)O (formic acid), NC=1C=C2C=CN=C(C2=CN1)N1C(C2=CC=CC=C2C1=O)=O (2-(6-amino-2,7-naphthyridin-1-yl)isoindoline-1,3-dione). The solvent is C(Cl)Cl (CH2Cl2). Run at temperature 60 celsius, time 1 hour. The product is O=C1N(C(C2=CC=CC=C12)=O)C=1N=CC=C2C=C(N=CC12)NC=O (N-(8-(1,3-dioxoisoindolin-2-yl)-2,7-naphthyridin-3-yl) formamide). Isolated yield 73.2%. Reaction SMILES: C(OC(=O)C)(=O)C.[CH:8]([OH:10])=O.[NH2:11][C:12]1[CH:13]=[C:14]2[C:19](=[CH:20][N:21]=1)[C:18]([N:22]1[C:30](=[O:31])[C:29]3[C:24](=[CH:25][CH:26]=[CH:27][CH:28]=3)[C:23]1=[O:32])=[N:17][CH:16]=[CH:15]2>C(Cl)Cl>[O:31]=[C:30]1[C:29]2[C:24](=[CH:25][CH:26]=[CH:27][CH:28]=2)[C:23](=[O:32])[N:22]1[C:18]1[N:17]=[CH:16][CH:15]=[C:14]2[C:19]=1[CH:20]=[N:21][C:12]([NH:11][CH:8]=[O:10])=[CH:13]2. Procedure: Acetic anhydride (2.01 mL, 20.6 mmol) was added to formic acid (0.75 mL, 20.6 mmol) at 0° C. The mixture was heated to 60° C. for 30 minutes. After that 2-(6-amino-2,7-naphthyridin-1-yl)isoindoline-1,3-dione 4-7 (300 mg, 1.03 mmol) dissolved in CH2Cl2 (10 mL) was added at 0° C. The mixture was stirred for 1 h at room temperature. The mixture was concentrated and the residue was triturated with CH2Cl2/hexane (1:1) to give 240 mg (73%) of 4-8 as a pale yellow solid: 1H NMR (300 MHz, CDCl3)1H NMR (... The reactants are ClC=1C=CC=C2C=NN(C(C12)=O)CCC1=NC2=CC=CC=C2C=C1 (8-chloro-2-(2-(quinolin-2-yl)ethyl)phthalazin-1(2H)-one), C(=O)([O-])[O-].[Cs+].[Cs+] (Cs2CO3), C1(=CC=CC=C1)C (toluene), N1CCS(CC1)(=O)=O (thiomorpholin 1,1-dioxide). The reagents and catalysts are C=1C=CC(=CC1)/C=C/C(=O)/C=C/C2=CC=CC=C2.C=1C=CC(=CC1)/C=C/C(=O)/C=C/C2=CC=CC=C2.C=1C=CC(=CC1)/C=C/C(=O)/C=C/C2=CC=CC=C2.[Pd].[Pd] (Pd2(dba)3), C=1C=CC(=CC1)P(C=2C=CC=CC2)C3=CC=C4C=CC=CC4=C3C5=C6C=CC=CC6=CC=C5P(C=7C=CC=CC7)C=8C=CC=CC8 (BINAP). Run in O (water). Conditions: temperature 100 celsius. Yields the product O=S1(CCN(CC1)C=1C=CC=C2C=NN(C(C12)=O)CCC1=NC2=CC=CC=C2C=C1)=O (8-(1,1-Dioxidothiomorpholin-4-yl)-2-[2-(quinolin-2-yl)ethyl]-phthalazin-1(2H)-one). Isolated yield 66.7%. RXN SMILES: Cl[C:2]1[CH:3]=[CH:4][CH:5]=[C:6]2[C:11]=1[C:10](=[O:12])[N:9]([CH2:13][CH2:14][C:15]1[CH:24]=[CH:23][C:22]3[C:17](=[CH:18][CH:19]=[CH:20][CH:21]=3)[N:16]=1)[N:8]=[CH:7]2.C([O-])([O-])=O.[Cs+].[Cs+].C1(C)C=CC=CC=1.[NH:38]1[CH2:43][CH2:42][S:41](=[O:45])(=[O:44])[CH2:40][CH2:39]1>C1C=CC(/C=C/C(/C=C/C2C=CC=CC=2)=O)=CC=1.C1C=CC(/C=C/C(/C=C/C2C=CC=CC=2)=O)=CC=1.C1C=CC(/C=C/C(/C=C/C2C=CC=CC=2)=O)=CC=1.[Pd].[Pd].C1C=CC(P(C2C(C3C(P(C4C=CC=CC=4)C4C=CC=CC=4)=CC=C4C=3C=CC=C4)=C3C(C=CC=C3)=CC=2)C2C=CC=CC=2)=CC=1.O>[O:44]=[S:41]1(=[O:45])[CH2:42][CH2:43][N:38]([C:2]2[CH:3]=[CH:4][CH:5]=[C:6]3[C:11]=2[C:10](=[O:12])[N:9]([CH2:13][CH2:14][C:15]2[CH:24]=[CH:23][C:22]4[C:17](=[CH:18][CH:19]=[CH:20][CH:21]=4)[N:16]=2)[N:8]=[CH:7]3)[CH2:39][CH2:40]1 |f:1.2.3,6.7.8.9.10|. Procedure: A microwave reaction vial was charged with the 8-chloro-2-(2-(quinolin-2-yl)ethyl)phthalazin-1(2H)-one from Example 98.4 (100 mg, 0.30 mmol), Cs2CO3 (194 mg, 0.59 mmol), Pd2(dba)3 (5.45 mg, 5.96 μmol) and BINAP (11.13 mg, 0.018 mmol). The solids were purged with argon for 1 h. A separate flask was charged with toluene (993 μl) and thiomorpholin 1,1-dioxide (48.3 mg, 0.36 mmol), degas with argon for 1 h and then transferred to the microwave reaction vial under inert conditions. The resulting reac... Starting materials: C(C)(C)S(=O)(=O)NC1CCC(CC1)C(=O)O (4-isopropylsulfonylaminocyclohexanecarboxylic acid), NC1CCC(CC1)C(=O)OC (methyl 4-aminocyclohexanecarboxylate), CC(C)S(=O)(=O)Cl (2-propanesulfonyl chloride), NC1=NC(=CC=C1N)C1=C(C=C(C=C1)F)F (2,3-diamino-6-(2,4-difluorophenyl)pyridine). Yields the product FC1=C(C=CC(=C1)F)C1=CC=C2C(=N1)N=C(N2)[C@@H]2CC[C@H](CC2)NS(=O)(=O)C(C)C (5-(2,4-difluorophenyl)-2-(trans-4-isopropylsulfonylaminocyclohexyl)imidazo[4,5-b]pyridine). Procedure: 4-isopropylsulfonylaminocyclohexanecarboxylic acid as prepared easily from methyl 4-aminocyclohexanecarboxylate with 2-propanesulfonyl chloride, and 2,3-diamino-6-(2,4-difluorophenyl)pyridine were allowed to undergo ring-closure condensation under the same conditions as described in Example 1-3), followed by separatory purification on a collective thin-layer chromatograph (chloroform:methanol=20:1) to give the title compounds. As a reaction SMILES: [CH:1]([S:4]([NH:7][CH:8]1[CH2:13][CH2:12][CH:11]([C:14](O)=O)[CH2:10][CH2:9]1)(=[O:6])=[O:5])([CH3:3])[CH3:2].NC1CCC(C(OC)=O)CC1.CC(S(Cl)(=O)=O)C.[NH2:35][C:36]1[C:41]([NH2:42])=[CH:40][CH:39]=[C:38]([C:43]2[CH:48]=[CH:47][C:46]([F:49])=[CH:45][C:44]=2[F:50])[N:37]=1>>[F:50][C:44]1[CH:45]=[C:46]([F:49])[CH:47]=[CH:48][C:43]=1[C:38]1[N:37]=[C:36]2[N:35]=[C:14]([C@H:11]3[CH2:12][CH2:13][C@H:8]([NH:7][S:4]([CH:1]([CH3:3])[CH3:2])(=[O:6])=[O:5])[CH2:9][CH2:10]3)[NH:42][C:41]2=[CH:40][CH:39]=1. The reactants are CC(=O)O, [Na+], [OH-], O=C(N1CCC(c2ccc(S(=O)(=O)Nc3nccs3)cc2)CC1)C(F)(F)F. The product is O=S(=O)(Nc1nccs1)c1ccc(C2CCNCC2)cc1. Reaction SMILES: [C:30]([OH:31])(=[O:32])[CH3:33].[Na+:29].[OH-:28].[s:1]1[c:2]([NH:6][S:7](=[O:8])(=[O:9])[c:10]2[cH:11][cH:12][c:13]([CH:16]3[CH2:17][CH2:18][N:19]([C:22](=[O:23])[C:24]([F:25])([F:26])[F:27])[CH2:20][CH2:21]3)[cH:14][cH:15]2)[n:3][cH:4][cH:5]1>>[s:1]1[c:2]([NH:6][S:7](=[O:8])(=[O:9])[c:10]2[cH:11][cH:12][c:13]([CH:16]3[CH2:17][CH2:18][NH:19][CH2:20][CH2:21]3)[cH:14][cH:15]2)[n:3][cH:4][cH:5]1. Starting materials: C(C1=CC=CC=C1)OC1=CC=C(C=C1)C1=C(C(OC1)=O)C1=CC=C(C=C1)OC (4-(4-(benzyloxy)phenyl)-3-(4-methoxyphenyl)furan-2(5H)-one). Reagents/catalysts: [OH-].[OH-].[Pd+2] (Pd(OH)2). The solvent is CO (MeOH). Conditions: time 2 hour. Product: OC1=CC=C(C=C1)C1=C(C(OC1)=O)C1=CC=C(C=C1)OC (4-(4-hydroxyphenyl)-3-(4-methoxyphenyl)furan-2(5H)-one). Yield: 79.7%. As a reaction SMILES: C([O:8][C:9]1[CH:14]=[CH:13][C:12]([C:15]2[CH2:19][O:18][C:17](=[O:20])[C:16]=2[C:21]2[CH:26]=[CH:25][C:24]([O:27][CH3:28])=[CH:23][CH:22]=2)=[CH:11][CH:10]=1)C1C=CC=CC=1>CO.[OH-].[OH-].[Pd+2]>[OH:8][C:9]1[CH:10]=[CH:11][C:12]([C:15]2[CH2:19][O:18][C:17](=[O:20])[C:16]=2[C:21]2[CH:26]=[CH:25][C:24]([O:27][CH3:28])=[CH:23][CH:22]=2)=[CH:13][CH:14]=1 |f:2.3.4|. Reported procedure: To a 0° C. solution of 4-(4-(benzyloxy)phenyl)-3-(4-methoxyphenyl)furan-2(5H)-one (1.5 g, 0.004 mol) in MeOH (50 mL) was added Pd(OH)2 (150 mg, 1.068 mol) under an inert atmosphere. The reaction mixture was then stirred under a hydrogen atmosphere for 2 h at RT, filtered through a pad of Celite® and the filtrate was concentrated in vacuo to afford 4-(4-hydroxyphenyl)-3-(4-methoxyphenyl)furan-2(5H)-one (900 mg, 81%) as a solid.